From a dataset of the Open Reaction Database (ORD), a public repository of structured organic reaction records. describe an organic reaction: reactants, conditions, products, and yield Isolated yield 79.8%. Procedure: Combine 2-bromo-4-fluorobenzaldehyde (5 g, 24.63 mmol), dimethylamine (2 M, 49.26 mL, 98.52 mmol) and acetic acid (8.47 mL, 147.78 mmol) in DCM (50 mL), and stir for 30 min. To this mixture, add sodium triacetoxyborohydride (49.26 mmol, 10.44 g) and stir overnight at RT. Wash with saturated NaHCO3 solution (100 mL), dry with aqueous saturated sodium chloride, and then dry over sodium sulfate. Filter the organics and remove the solvent under reduced pressure to give the title compound as a browni... As a reaction SMILES: [Br:1][C:2]1[CH:9]=[C:8]([F:10])[CH:7]=[CH:6][C:3]=1[CH:4]=O.[CH3:11][NH:12][CH3:13].C(O)(=O)C.C(O[BH-](OC(=O)C)OC(=O)C)(=O)C.[Na+]>C(Cl)Cl>[Br:1][C:2]1[CH:9]=[C:8]([F:10])[CH:7]=[CH:6][C:3]=1[CH2:4][N:12]([CH3:13])[CH3:11] |f:3.4|. Run at time 8 hour. Run in C(Cl)Cl (DCM). Product: BrC1=C(CN(C)C)C=CC(=C1)F ((2-Bromo-4-fluorobenzyl)-dimethyl-amine). Reactants: C(C)(=O)O[BH-](OC(C)=O)OC(C)=O.[Na+] (sodium triacetoxyborohydride), BrC1=C(C=O)C=CC(=C1)F (2-bromo-4-fluorobenzaldehyde), CNC (dimethylamine), C(C)(=O)O (acetic acid). Reactants: ClC=1C(=NC=CC1)C(CO)C (2-(3-chloropyridin-2-yl)propan-1-ol), CS(=O)C (dimethylsulfoxide), C(C(=O)Cl)(=O)Cl (oxalyl chloride). Solvent: C(Cl)Cl (methylene chloride), C(Cl)Cl (methylene chloride), C(Cl)Cl (methylene chloride). Conditions: time 15 minute. Yields the product ClC=1C(=NC=CC1)C(C=O)C (2-(3-chloropyridin-2-yl)propanal). The yield is 97.1%. Reaction SMILES: CS(C)=O.C(Cl)(=O)C(Cl)=O.[Cl:11][C:12]1[C:13]([CH:18]([CH3:21])[CH2:19][OH:20])=[N:14][CH:15]=[CH:16][CH:17]=1>C(Cl)Cl>[Cl:11][C:12]1[C:13]([CH:18]([CH3:21])[CH:19]=[O:20])=[N:14][CH:15]=[CH:16][CH:17]=1. Procedure details: To a −78° C. solution of dimethylsulfoxide (4.04 g, 3.67 mL, 51.7 mmol) in methylene chloride (25 mL) was added a solution of oxalyl chloride (3.28 g, 2.26 mL, 25.9 mmol) in methylene chloride (5 mL) over two minutes. The reaction mixture was stirred for 15 minutes, and then a solution of the product of Example 38C (0.74 g, 4.31 mmol) in methylene chloride (25 mL) was added over 8 minutes. The reaction was allowed to warm to ambient temperature and quenched with water. The quenched reaction mixt... The reactants are C(=O)(OC)CCCCCCCCCCCCCCCNC1=CC=C(C(=O)O)C=C1 (4-(15-carbomethoxypentadecylamino)benzoic acid), 4A, C(C(O)C)(=O)O (lactic acid), C=1(C(=CC=CC1)S(=O)(=O)O)C (toluene-sulfonic acid). The solvent is C1(=CC=CC=C1)C (toluene). Product: C(=O)(OC)CCCCCCCCCCCCCCCNC1=CC=C(C(=O)OC(C)C(=O)O)C=C1 (1-carboxyethyl 4-(15-carbomethoxypentadecylamino)benzoate). Reaction SMILES: [C:1]([CH2:5][CH2:6][CH2:7][CH2:8][CH2:9][CH2:10][CH2:11][CH2:12][CH2:13][CH2:14][CH2:15][CH2:16][CH2:17][CH2:18][CH2:19][NH:20][C:21]1[CH:29]=[CH:28][C:24]([C:25]([OH:27])=[O:26])=[CH:23][CH:22]=1)([O:3][CH3:4])=[O:2].[C:30]([OH:35])(=[O:34])[CH:31]([CH3:33])O.C1(C)C(S(O)(=O)=O)=CC=CC=1>C1(C)C=CC=CC=1>[C:1]([CH2:5][CH2:6][CH2:7][CH2:8][CH2:9][CH2:10][CH2:11][CH2:12][CH2:13][CH2:14][CH2:15][CH2:16][CH2:17][CH2:18][CH2:19][NH:20][C:21]1[CH:22]=[CH:23][C:24]([C:25]([O:27][CH:31]([C:30]([OH:35])=[O:34])[CH3:33])=[O:26])=[CH:28][CH:29]=1)([O:3][CH3:4])=[O:2]. Reported procedure: A flask containing 10.0 g. 4-(15-carbomethoxypentadecylamino)benzoic acid, 3.3 g. lactic acid, 500 mg. toluene-sulfonic acid and 500 ml. toluene is equipped with a Soxhlet extractor charged with activated 4A Linde molecular sieves. The solution is refluxed for 4 hours, during which time the Soxhlet extractor is charged twice more with fresh sieves. The hot solution is filtered and left to cool, whereupon the product separates as off-white crystals. Starting materials: ClC1=CC2=C(OC3=C(CN2C(=O)Cl)C=CC=C3)C=C1 (8-chlorodibenz[b,f][1,4]-oxazepine-10(11H)-carbonyl chloride), C1(=CC=CC=C1)CNCCN1CCNCC1 (N-(phenylmethyl)-1-piperazineethanamine). Product: ClC1=CC2=C(OC3=C(CN2C(=O)N2CCN(CC2)CCNCC2=CC=CC=C2)C=CC=C3)C=C1 (8-chloro-10,11-dihydro-10-[[4-[2-[(phenylmethyl)-amino]ethyl]-1-piperazinyl]carbonyl]dibenz-[b,f][1,4]oxazepine). The yield is 44.5%. Reaction SMILES: [Cl:1][C:2]1[CH:19]=[CH:18][C:5]2[O:6][C:7]3[CH:17]=[CH:16][CH:15]=[CH:14][C:8]=3[CH2:9][N:10]([C:11](Cl)=[O:12])[C:4]=2[CH:3]=1.[C:20]1([CH2:26][NH:27][CH2:28][CH2:29][N:30]2[CH2:35][CH2:34][NH:33][CH2:32][CH2:31]2)[CH:25]=[CH:24][CH:23]=[CH:22][CH:21]=1>>[Cl:1][C:2]1[CH:19]=[CH:18][C:5]2[O:6][C:7]3[CH:17]=[CH:16][CH:15]=[CH:14][C:8]=3[CH2:9][N:10]([C:11]([N:33]3[CH2:34][CH2:35][N:30]([CH2:29][CH2:28][NH:27][CH2:26][C:20]4[CH:25]=[CH:24][CH:23]=[CH:22][CH:21]=4)[CH2:31][CH2:32]3)=[O:12])[C:4]=2[CH:3]=1. Procedure: The title compound of Example 2 (0.72 g, 2.45 mmol) was combined with N-(phenylmethyl)-1-piperazineethanamine (0.75 g, 3.40 mmol) and the reaction was carried out by the method of Example 4. Following chromatographic separation, 0.52 g of the white solid title product was obtained. Starting materials: Cc1cc(C)c(C(=O)O)c(C)c1, Cc1ccc(Oc2ccc(N)cc2)cc1. The reagents and catalysts are CCN=C=NCCCN(C)C.Cl (EDC-HCl), CCN(CC)CC (TEA), C1(=C(C(=C(C(=C1F)F)F)F)F)O (Pentafluorophenol). Solvent: CN(C)C=O (DMF), CN(C)C=O (DMF), CN(C)C=O (DMF), CN(C)C=O (DMF), CN(C)C=O (DMF), CN(C)C=O (DMF). Conditions: temperature 25 celsius, time 2 hour. The product is Cc1ccc(Oc2ccc(NC(=O)c3c(C)cc(C)cc3C)cc2)cc1. Yield: 0.8%. RXN SMILES: Cc1ccc(Oc2ccc(N)cc2)cc1.Cc1cc(C)c(C(=O)O)c(C)c1.CCN=C=NCCCN(C)C.Cl.C1(=C(C(=C(C(=C1F)F)F)F)F)O.CCN(CC)CC.CN(C)C=O>>Cc1ccc(Oc2ccc(NC(=O)c3c(C)cc(C)cc3C)cc2)cc1.